From a dataset of the Open Reaction Database (ORD), a public repository of structured organic reaction records. describe an organic reaction: reactants, conditions, products, and yield Reactants: ClC=1C=C(C=2C=CN(C2C1)C=1N(C(NC(C1C(C)C)=O)=O)CC)C#N (6-chloro-1-(3-ethyl-5-isopropyl-2,6-dioxo-1,2,3,6-tetrahydro-pyrimidin-4-yl)-1H-indole-4-carbonitrile), N1N=CC=C1 (pyrazole). The product is C(C)N1C(NC(C(=C1N1N=CC=C1)C(C)C)=O)=O (1-Ethyl-5-isopropyl-6-pyrazol-1-yl-1H-pyrimidine-2,4-dione). RXN SMILES: Cl[C:2]1C=C(C#N)C2C=C[N:8]([C:11]3[N:12]([CH2:22][CH3:23])[C:13](=[O:21])[NH:14][C:15](=[O:20])[C:16]=3[CH:17]([CH3:19])[CH3:18])[C:9]=2[CH:10]=1.[NH:26]1C=CC=N1>>[CH2:22]([N:12]1[C:11]([N:8]2[CH:9]=[CH:10][CH:2]=[N:26]2)=[C:16]([CH:17]([CH3:19])[CH3:18])[C:15](=[O:20])[NH:14][C:13]1=[O:21])[CH3:23]. Procedure: This compound was made using a procedure similar to that used to prepare 6-chloro-1-(3-ethyl-5-isopropyl-2,6-dioxo-1,2,3,6-tetrahydro-pyrimidin-4-yl)-1H-indole-4-carbonitrile (90), except that pyrazole was used instead of 6-chloro-1H-indole-4-carbonitrile. LC-MS shows 249.1 (M+1). 1H NMR (300 MHz, CDCl3): δ 9.36 (br, 1H), 7.81 (m, 1H), 7.58 (m, 1H), 6.54 (m, 1H), 3.38 (m, 2H), 2.04 (m, 1H), 1.17 (m, 9H). Starting materials: COC=1C=C2C(=NC=NC2=CC1OC)OC1=CC=C(N)C=C1 (4-[(6,7-Dimethoxy-4-quinazolinyl)oxy]aniline), S(=O)(Cl)Cl (thionyl chloride), ClC1=C(OC(C(=O)O)C)C=CC=C1 (2-(2-chlorophenoxy)propanoic acid), ClC1=C(OC(C(=O)N=C=S)C)C=CC=C1 (2-(2-chlorophenoxy)propanoyl isothiocyanate), ClC1=C(OC(C(=O)Cl)C)C=CC=C1 (2-(2-chlorophenoxy)propanoyl chloride). Solvent: C1(=CC=CC=C1)C (toluene), C(C)O (ethanol), C1(=CC=CC=C1)C (Toluene), C(C)O (ethanol). Reaction conditions: temperature 100 celsius, time 2 hour. Product: ClC1=C(OC(C(=O)NC(=S)NC2=CC=C(C=C2)OC2=NC=NC3=CC(=C(C=C23)OC)OC)C)C=CC=C1 (N-[2-(2-Chlorophenoxy)propanoyl]-N′-{4-[(6,7-dimethoxy-4-quinazolinyl)oxy]phenyl}thiourea). The yield is 50.0%. RXN SMILES: S(Cl)(Cl)=O.ClC1C=CC=CC=1OC(C)C(O)=O.ClC1C=CC=CC=1OC(C)C(Cl)=O.[CH3:31][O:32][C:33]1[CH:34]=[C:35]2[C:40](=[CH:41][C:42]=1[O:43][CH3:44])[N:39]=[CH:38][N:37]=[C:36]2[O:45][C:46]1[CH:52]=[CH:51][C:49]([NH2:50])=[CH:48][CH:47]=1.[Cl:53][C:54]1[CH:67]=[CH:66][CH:65]=[CH:64][C:55]=1[O:56][CH:57]([CH3:63])[C:58]([N:60]=[C:61]=[S:62])=[O:59]>C1(C)C=CC=CC=1.C(O)C>[Cl:53][C:54]1[CH:67]=[CH:66][CH:65]=[CH:64][C:55]=1[O:56][CH:57]([CH3:63])[C:58]([NH:60][C:61]([NH:50][C:49]1[CH:51]=[CH:52][C:46]([O:45][C:36]2[C:35]3[C:40](=[CH:41][C:42]([O:43][CH3:44])=[C:33]([O:32][CH3:31])[CH:34]=3)[N:39]=[CH:38][N:37]=2)=[CH:47][CH:48]=1)=[S:62])=[O:59]. Reported procedure: Toluene (20 ml) and thionyl chloride (1 ml) were added to commercially available 2-(2-chlorophenoxy)propanoic acid (80 mg), and the mixture was heated at 100° C. for one hr. The solvent was removed by distillation, and 2-(2-chlorophenoxy)propanoyl isothiocyanate was prepared using the resultant 2-(2-chlorophenoxy)propanoyl chloride as a starting compound according to the description of the literature. 4-[(6,7-Dimethoxy-4-quinazolinyl)oxy]aniline (50 mg) was dissolved in toluene (5 ml) and ethano... Reactants: C(#N)[BH3-].[Na+] (sodium cyanoborohydride), NCCC1=NN=C2N1C1=C(C(=NC2)C2=C(C=CC=C2)Cl)C=C(C=C1)Cl (1-(2-aminoethyl)-8-chloro-6-(o-chlorophenyl)-4H-s-triazolo[4,3-a][1,4]benzodiazepine), C=O (formaldehyde), C(C)(=O)O (acetic acid). The solvent is C(C)#N (acetonitrile). The product is CN(CCC1=NN=C2N1C1=C(C(=NC2)C2=C(C=CC=C2)Cl)C=C(C=C1)Cl)C (1-[2-(dimethylamino)ethyl]-8-chloro-6-(o-chlorophenyl)-4H-s-triazolo[4,3-a][1,4]benzodiazepine). RXN SMILES: N[CH2:2][CH2:3][C:4]1[N:8]2[C:9]3[CH:24]=[CH:23][C:22]([Cl:25])=[CH:21][C:10]=3[C:11]([C:14]3[CH:19]=[CH:18][CH:17]=[CH:16][C:15]=3[Cl:20])=[N:12][CH2:13][C:7]2=[N:6][N:5]=1.C=O.[C:28](O)(=O)C.[C:32]([BH3-])#[N:33].[Na+]>C(#N)C>[CH3:28][N:33]([CH3:32])[CH2:2][CH2:3][C:4]1[N:8]2[C:9]3[CH:24]=[CH:23][C:22]([Cl:25])=[CH:21][C:10]=3[C:11]([C:14]3[CH:19]=[CH:18][CH:17]=[CH:16][C:15]=3[Cl:20])=[N:12][CH2:13][C:7]2=[N:6][N:5]=1 |f:3.4|. Procedure details: In the manner given in Example 22, a mixture of 1-(2-aminoethyl)-8-chloro-6-(o-chlorophenyl)-4H-s-triazolo[4,3-a][1,4]benzodiazepine, 37% aqueous formaldehyde and acetic acid in acetonitrile is treated with sodium cyanoborohydride and the resulting boron complex is warmed with aqueous ethylenedizmine to give 1-[2-(dimethylamino)ethyl]-8-chloro-6-(o-chlorophenyl)-4H-s-triazolo[4,3-a][1,4]benzodiazepine The reactants are CO, CCOC(C)=O, COC(=O)c1cc(Nc2cnccn2)nc(NC(C)c2ccc(F)cc2)c1, [Na+], [OH-], O. The product is CC(Nc1cc(C(=O)O)cc(Nc2cnccn2)n1)c1ccc(F)cc1. Reaction SMILES: [CH3:28][OH:29].[CH3:32][CH2:33][O:34][C:35](=[O:36])[CH3:37].[F:1][c:2]1[cH:3][cH:4][c:5]([CH:8]([CH3:9])[NH:10][c:11]2[cH:12][c:13]([C:14](=[O:15])[O:16][CH3:17])[cH:18][c:19]([NH:21][c:22]3[n:23][cH:24][cH:25][n:26][cH:27]3)[n:20]2)[cH:6][cH:7]1.[Na+:31].[OH-:30].[OH2:38]>>[F:1][c:2]1[cH:3][cH:4][c:5]([CH:8]([CH3:9])[NH:10][c:11]2[cH:12][c:13]([C:14](=[O:15])[OH:16])[cH:18][c:19]([NH:21][c:22]3[n:23][cH:24][cH:25][n:26][cH:27]3)[n:20]2)[cH:6][cH:7]1. Reactants: C(C)OP(OCC)(=O)CNCC(=CCC=1C(=C2C(OCC2=C(C1OC)C)=O)OCC[Si](C)(C)C)C (({4-[6-methoxy-7-methyl-3-oxo-4-(2-trimethylsilanyl-ethoxy)-1,3-dihydro-isobenzofuran-5-yl]-2-methyl-but-2-enylamino}-methyl)-phosphonic acid diethyl ester), C[Si](C)(C)Br (TMSBr), N1=C(C=CC=C1C)C (2,6-lutidine). The solvent is CN(C)C=O (DMF). Reaction conditions: time 1 hour. The product is OC1=C2C(OCC2=C(C(=C1CC=C(CNCP(O)(O)=O)C)OC)C)=O ({[4-(4-Hydroxy-6-methoxy-7-methyl-3-oxo-1,3-dihydro-isobenzofuran-5-yl)-2-methyl-but-2-enylamino]-methyl}-phosphonic acid). Isolated yield 39.7%. RXN SMILES: C([O:3][P:4]([CH2:9][NH:10][CH2:11][C:12]([CH3:35])=[CH:13][CH2:14][C:15]1[C:16]([O:28]CC[Si](C)(C)C)=[C:17]2[C:21](=[C:22]([CH3:26])[C:23]=1[O:24][CH3:25])[CH2:20][O:19][C:18]2=[O:27])(=[O:8])[O:5]CC)C.C[Si](Br)(C)C.N1C(C)=CC=CC=1C>CN(C=O)C>[OH:28][C:16]1[C:15]([CH2:14][CH:13]=[C:12]([CH3:35])[CH2:11][NH:10][CH2:9][P:4](=[O:3])([OH:8])[OH:5])=[C:23]([O:24][CH3:25])[C:22]([CH3:26])=[C:21]2[C:17]=1[C:18](=[O:27])[O:19][CH2:20]2. Procedure details: To a solution of ({4-[6-methoxy-7-methyl-3-oxo-4-(2-trimethylsilanyl-ethoxy)-1,3-dihydro-isobenzofuran-5-yl]-2-methyl-but-2-enylamino}-methyl)-phosphonic acid diethyl ester (20 mg, 0.038 mmol) in DMF (0.5 mL) was added TMSBr (49 μL, 0.38 mmol) and 2,6-lutidine (44 μL, 0.38 mmol). The solution was stirred at room temperature for 1 hour when it was quenched by addition of methanol. The product was purified by RP HPLC using a C18 column with a gradient of H2O, 0.1% TFA-acetonitrile, 0.1% TFA to pro...